Task: describe an organic reaction: reactants, conditions, products, and yield. Dataset: the Open Reaction Database (ORD), a public repository of structured organic reaction records Reactants: Fc1cccc(Br)c1, CCOC(=O)CCCBr, CN1CCCC1=O, I, [Zn]. Product: CCOC(=O)CCCc1cccc(F)c1. Reaction SMILES: [Br:11][c:12]1[cH:13][c:14]([F:18])[cH:15][cH:16][cH:17]1.[Br:2][CH2:3][CH2:4][CH2:5][C:6](=[O:7])[O:8][CH2:9][CH3:10].[CH3:19][N:20]1[CH2:21][CH2:22][CH2:23][C:24]1=[O:25].[I:1].[Zn:26]>>[CH2:3]([CH2:4][CH2:5][C:6](=[O:7])[O:8][CH2:9][CH3:10])[c:12]1[cH:13][c:14]([F:18])[cH:15][cH:16][cH:17]1. Reactants: solution, COC=1C=C2N=CC(=NC2=CC1OC)C=O (6,7-dimethoxy-2-quinoxaline carboxaldehyde), COF.ClCCCl (MeOF 1,2-dichloroethane), C1(CCCCC1)N (cyclohexylamine), [BH4-].[Na+] (NaBH4). Run at time 8 hour. The product is C1(CCCCC1)NCC1=NC2=CC(=C(C=C2N=C1)OC)OC (Cyclohexyl-(6,7-dimethoxyquinoxalin-2-ylmethyl)-amine). Reaction SMILES: [CH3:1][O:2][C:3]1[CH:4]=[C:5]2[C:10](=[CH:11][C:12]=1[O:13][CH3:14])[N:9]=[C:8]([CH:15]=O)[CH:7]=[N:6]2.COF.ClCCCl.[CH:24]1([NH2:30])[CH2:29][CH2:28][CH2:27][CH2:26][CH2:25]1.[BH4-].[Na+]>>[CH:24]1([NH:30][CH2:15][C:8]2[CH:7]=[N:6][C:5]3[C:10](=[CH:11][C:12]([O:13][CH3:14])=[C:3]([O:2][CH3:1])[CH:4]=3)[N:9]=2)[CH2:29][CH2:28][CH2:27][CH2:26][CH2:25]1 |f:1.2,4.5|. Procedure: To a 0.067 M solution of 6,7-dimethoxy-2-quinoxaline carboxaldehyde in 2:1 MeOF/1,2-dichloroethane (7.5 mL, 0.5 mmol) is added cyclohexylamine (0.11 mL, 0.9 mmol). The reaction is allowed to stir at room temperature overnight, then NaBH4 (0.038 g, 1 mmol) is added and the reaction mixture is stirred overnight. The mixture is then concentrated and chromatographed (50% EtOAc/hexanes-approximately 5% MeOH in 50% EtOAc/hexanes). The oil is dissolved in EtOAc/hexanes and treated with HCl in EtOH. The... Starting materials: BrCCCCBr, [Cl-], CCOC(=O)Cc1cc(Cl)c(OCC(F)(F)F)c(-c2ccc(C(F)(F)F)cc2)c1, [H-], [NH4+], [Na+], CN(C)C=O. Product: CCOC(=O)C1(c2cc(Cl)c(OCC(F)(F)F)c(-c3ccc(C(F)(F)F)cc3)c2)CCCC1. Reaction SMILES: [Br:32][CH2:33][CH2:34][CH2:35][CH2:36][Br:37].[Cl-:38].[Cl:1][c:2]1[cH:3][c:4]([CH2:24][C:25](=[O:26])[O:27][CH2:28][CH3:29])[cH:5][c:6](-[c:14]2[cH:15][cH:16][c:17]([C:20]([F:21])([F:22])[F:23])[cH:18][cH:19]2)[c:7]1[O:8][CH2:9][C:10]([F:11])([F:12])[F:13].[H-:31].[NH4+:39].[Na+:30].[O:40]=[CH:41][N:42]([CH3:43])[CH3:44]>>[Cl:1][c:2]1[cH:3][c:4]([C:24]2([C:25](=[O:26])[O:27][CH2:28][CH3:29])[CH2:33][CH2:34][CH2:35][CH2:36]2)[cH:5][c:6](-[c:14]2[cH:15][cH:16][c:17]([C:20]([F:21])([F:22])[F:23])[cH:18][cH:19]2)[c:7]1[O:8][CH2:9][C:10]([F:11])([F:12])[F:13]. The reactants are [Al+3], CCOC(C)=O, [H-], [H-], [H-], [H-], [Li+], COCOC1CCN(CC(=O)Nc2ccccc2)CC1, C1CCOC1, O. Product: COCOC1CCN(CCNc2ccccc2)CC1. Reaction SMILES: [Al+3:22].[CH3:33][CH2:34][O:35][C:36](=[O:37])[CH3:38].[H-:21].[H-:24].[H-:25].[H-:26].[Li+:23].[NH:1]([c:2]1[cH:3][cH:4][cH:5][cH:6][cH:7]1)[C:8](=[O:9])[CH2:10][N:11]1[CH2:12][CH2:13][CH:14]([O:17][CH2:18][O:19][CH3:20])[CH2:15][CH2:16]1.[O:28]1[CH2:29][CH2:30][CH2:31][CH2:32]1.[OH2:27]>>[NH:1]([c:2]1[cH:3][cH:4][cH:5][cH:6][cH:7]1)[CH2:8][CH2:10][N:11]1[CH2:12][CH2:13][CH:14]([O:17][CH2:18][O:19][CH3:20])[CH2:15][CH2:16]1. Reactants: ClC1=CC=C(C(=N1)N1CCN(CC1)C(=O)OCC)[N+](=O)[O-] (4-(6-chloro-3-nitro-2-pyridinyl)-1-piperazinecarboxylic acid, ethyl ester), N12CCCCCC2=NCCC1 (1,8-diazabicyclo[5.4.0]undec-7-ene), C1(CC1)N (cyclopropylamine). Solvent: C(C)O (ethanol). The product is C1(CC1)NC1=CC=C(C(=N1)N1CCN(CC1)C(=O)OCC)[N+](=O)[O-] (4-[6-(Cyclopropylamino)-3-nitro-2-pyridinyl]-1-piperazinecarboxylic acid, ethyl ester). Yield: 47.7%. Reaction SMILES: Cl[C:2]1[N:7]=[C:6]([N:8]2[CH2:13][CH2:12][N:11]([C:14]([O:16][CH2:17][CH3:18])=[O:15])[CH2:10][CH2:9]2)[C:5]([N+:19]([O-:21])=[O:20])=[CH:4][CH:3]=1.[N:22]12[CH2:32][CH2:31][CH2:30]N=C1CCCCC2.C1(N)CC1>C(O)C>[CH:32]1([NH:22][C:2]2[N:7]=[C:6]([N:8]3[CH2:13][CH2:12][N:11]([C:14]([O:16][CH2:17][CH3:18])=[O:15])[CH2:10][CH2:9]3)[C:5]([N+:19]([O-:21])=[O:20])=[CH:4][CH:3]=2)[CH2:30][CH2:31]1. Reported procedure: A solution of 126.0 g (0.4 mole) of 4-(6-chloro-3-nitro-2-pyridinyl)-1-piperazinecarboxylic acid, ethyl ester (prepared as described in European Patent Publication No. 9425), 76.1 g (0.5 mole) of 1,8-diazabicyclo[5.4.0]undec-7-ene (DBU), 28.6 g (0.5 mole) of cyclopropylamine and 500 ml of absolute ethanol was stirred at room temperature for 48 hours. The solution was then heated at reflux for four hours and concentrated in vacuo. The residue was partitioned between chloroform and water. The chlo...